Dataset: the Open Reaction Database (ORD), a public repository of structured organic reaction records. Task: describe an organic reaction: reactants, conditions, products, and yield The reactants are COc1ccc(Cl)cc1C1(O)CCN(Cc2ccccc2)CC1, Cc1ccccc1, O. Yields the product COc1ccc(Cl)cc1C1=CCN(Cc2ccccc2)CC1. As a reaction SMILES: [CH2:1]([c:2]1[cH:3][cH:4][cH:5][cH:6][cH:7]1)[N:8]1[CH2:9][CH2:10][C:11]([OH:14])([c:15]2[c:16]([O:22][CH3:23])[cH:17][cH:18][c:19]([Cl:21])[cH:20]2)[CH2:12][CH2:13]1.[CH3:25][c:26]1[cH:27][cH:28][cH:29][cH:30][cH:31]1.[OH2:24]>>[CH2:1]([c:2]1[cH:3][cH:4][cH:5][cH:6][cH:7]1)[N:8]1[CH2:9][CH:10]=[C:11]([c:15]2[c:16]([O:22][CH3:23])[cH:17][cH:18][c:19]([Cl:21])[cH:20]2)[CH2:12][CH2:13]1. Reactants: COC(=O)c1c(NC(=O)c2ccc(C)cc2)csc1-c1ccc(C)cc1, CO, [Li+], C1CCOC1, CN(C)C=O, [OH-], O. Yields the product Cc1ccc(C(=O)Nc2csc(-c3ccc(C)cc3)c2C(=O)O)cc1. RXN SMILES: [CH3:1][c:2]1[cH:3][cH:4][c:5]([C:6](=[O:7])[NH:8][c:9]2[c:10]([C:21](=[O:22])[O:23][CH3:24])[c:11](-[c:14]3[cH:15][cH:16][c:17]([CH3:20])[cH:18][cH:19]3)[s:12][cH:13]2)[cH:25][cH:26]1.[CH3:30][OH:31].[Li+:27].[O:32]1[CH2:33][CH2:34][CH2:35][CH2:36]1.[O:37]=[CH:38][N:39]([CH3:40])[CH3:41].[OH-:28].[OH2:29]>>[CH3:1][c:2]1[cH:3][cH:4][c:5]([C:6](=[O:7])[NH:8][c:9]2[c:10]([C:21](=[O:22])[OH:23])[c:11](-[c:14]3[cH:15][cH:16][c:17]([CH3:20])[cH:18][cH:19]3)[s:12][cH:13]2)[cH:25][cH:26]1. Reactants: ClC=1C(=NC=C(N1)Cl)I (3,5-dichloro-2-iodopyrazine), C1(CC1)B(O)O (cyclopropylboronic acid), tetrakistriphenylphosphine palladium (0), P(=O)([O-])([O-])[O-].[K+].[K+].[K+] (potassium phosphate), C1(=CC=CC=C1)C (toluene). Run in O (water). Reaction conditions: temperature 110 celsius, time 8 hour. The product is ClC=1C(=NC=C(N1)Cl)C1CC1 (3,5-dichloro-2-cyclopropylpyrazine). Isolated yield 57.0%. Reaction SMILES: [Cl:1][C:2]1[C:3](I)=[N:4][CH:5]=[C:6]([Cl:8])[N:7]=1.[CH:10]1(B(O)O)[CH2:12][CH2:11]1.P([O-])([O-])([O-])=O.[K+].[K+].[K+].C1(C)C=CC=CC=1>O>[Cl:1][C:2]1[C:3]([CH:10]2[CH2:12][CH2:11]2)=[N:4][CH:5]=[C:6]([Cl:8])[N:7]=1 |f:2.3.4.5|. Procedure details: A mixture of 3,5-dichloro-2-iodopyrazine (2 g), cyclopropylboronic acid (750 mg), tetrakistriphenylphosphine palladium (0) (1.68 g), potassium phosphate (3.09 g), toluene (40 mL), and water (4 mL) was stirred at 110° C. overnight. After leaving to be cooled, the insoluble matter was removed by decantation, followed liquid separation by the addition of ethyl acetate and water. The organic phase was washed with saturated brine and dried over anhydrous magnesium sulfate, and then the solvent was ev... Starting materials: NC=1C=C(COCCOC2=CC=C(C=C2)CCN2C(O[C@@H](C2)C2=CC3=C(OC(OC3)(C)C)C=C2)=O)C=CC1 ((5R)-3-[2-(4-{2-[(3-aminobenzyl)oxy]ethoxy}phenyl)ethyl]-5(2,2-dimethyl-4H-1,3-benzodioxin-6-yl)-1,3-oxazolidin-2-one), Cl.C(C1=CN=CC=C1)(=O)Cl (nicotinoyl chloride hydrochloride), C(C)(C)N(C(C)C)CC (N,N-diisopropylethylamine). Run in C(Cl)Cl (DCM), C(Cl)Cl (DCM). Reaction conditions: time 20 hour. Yields the product CC1(OCC2=C(O1)C=CC(=C2)[C@@H]2CN(C(O2)=O)CCC2=CC=C(OCCOCC=1C=C(C=CC1)NC(C1=CN=CC=C1)=O)C=C2)C (N-(3-{[2-(4-{2-[(5R)-5-(2,2-Dimethyl-4H-1,3-benzodioxin-6-yl)-2-oxo-1,3-oxazolidin-3-yl]ethyl}phenoxy)ethoxy]methyl}phenyl)nicotinamide). RXN SMILES: [NH2:1][C:2]1[CH:3]=[C:4]([CH:36]=[CH:37][CH:38]=1)[CH2:5][O:6][CH2:7][CH2:8][O:9][C:10]1[CH:15]=[CH:14][C:13]([CH2:16][CH2:17][N:18]2[CH2:22][C@@H:21]([C:23]3[CH:34]=[CH:33][C:26]4[O:27][C:28]([CH3:32])([CH3:31])[O:29][CH2:30][C:25]=4[CH:24]=3)[O:20][C:19]2=[O:35])=[CH:12][CH:11]=1.Cl.[C:40](Cl)(=[O:47])[C:41]1[CH:46]=[CH:45][CH:44]=[N:43][CH:42]=1.C(N(CC)C(C)C)(C)C>C(Cl)Cl>[CH3:31][C:28]1([CH3:32])[O:27][C:26]2[CH:33]=[CH:34][C:23]([C@H:21]3[O:20][C:19](=[O:35])[N:18]([CH2:17][CH2:16][C:13]4[CH:12]=[CH:11][C:10]([O:9][CH2:8][CH2:7][O:6][CH2:5][C:4]5[CH:3]=[C:2]([NH:1][C:40](=[O:47])[C:41]6[CH:46]=[CH:45][CH:44]=[N:43][CH:42]=6)[CH:38]=[CH:37][CH:36]=5)=[CH:15][CH:14]=4)[CH2:22]3)=[CH:24][C:25]=2[CH2:30][O:29]1 |f:1.2|. Procedure details: A mixture of (5R)-3-[2-(4-{2-[(3-aminobenzyl)oxy]ethoxy}phenyl)ethyl]-5(2,2-dimethyl-4H-1,3-benzodioxin-6-yl)-1,3-oxazolidin-2-one {Example 1 xii)} (100 mg), nicotinoyl chloride hydrochloride (38 mg) and N,N-diisopropylethylamine (67 μL) in DCM (2 mL) was stirred at room temperature under nitrogen for 20 h. The solution was then diluted in DCM, washed with 2M HCl, NaHCO3 and brine, dried (MgSO4) and concentrated in vacuo to give the title compound (136 mg). LCMS RT=3.32 min. Starting materials: CC1(C=NC(CC=CCCC=CC1)C(C)C)C (3,3-dimethyl-12-isopropyl-1-aza-1,5,9-cyclododecatriene), S(O)(O)(=O)=O (sulphuric acid), S(O)(O)(=O)=O (sulphuric acid), [H][H] (hydrogen). Reagents/catalysts: [Pt] (platinum-on-charcoal). The solvent is O (water). Yields the product CC(CO)(CCCCCCCCC(N)C(C)C)C (2,2-dimethyl-11-isopropyl-11-aminoundecanol). As a reaction SMILES: [CH3:1][C:2]1([CH3:17])[CH2:13][CH:12]=[CH:11][CH2:10][CH2:9][CH:8]=[CH:7][CH2:6][CH:5]([CH:14]([CH3:16])[CH3:15])[N:4]=[CH:3]1.S(=O)(=O)(O)[OH:19].[H][H]>O.[Pt]>[CH3:1][C:2]([CH3:17])([CH2:13][CH2:12][CH2:11][CH2:10][CH2:9][CH2:8][CH2:7][CH2:6][CH:5]([CH:14]([CH3:16])[CH3:15])[NH2:4])[CH2:3][OH:19]. Procedure: 218 g (0.935 mol) of 3,3-dimethyl-12-isopropyl-1-aza-1,5,9-cyclododecatriene are added dropwise in the course of 15 minutes to a solution of 150 g (1.53 mols) of sulphuric acid in one liter of water. Aldehyde impurities are removed by a subsequent 20 minute steam distillation. The aqueous sulphuric acid solution is then hydrogenated at normal pressure and 20°-25° C. in the presence of a platinum-on-charcoal catalyst (5% by weight of platinum), with the absorption of 3 mols of hydrogen, to give 2... Reactants: O=C(n1ccnc1)n1ccnc1, C1COCCO1, NCCNCc1ccncc1. Yields the product O=C1NCCN1Cc1ccncc1. As a reaction SMILES: [C:12](=[O:13])([n:14]1[cH:15][cH:16][n:17][cH:18]1)[n:19]1[cH:20][cH:21][n:22][cH:23]1.[O:24]1[CH2:25][CH2:26][O:27][CH2:28][CH2:29]1.[cH:1]1[cH:2][c:3]([CH2:7][NH:8][CH2:9][CH2:10][NH2:11])[cH:4][cH:5][n:6]1>>[cH:1]1[cH:2][c:3]([CH2:7][N:8]2[CH2:9][CH2:10][NH:11][C:12]2=[O:13])[cH:4][cH:5][n:6]1. The reactants are N1=C(C=CC=C1)NC(SCC)=S (ethyl 2-pyridyldithiocarbamate), NCCCNC(OC(C)(C)C)=O (t-butyl 3-aminopropylcarbamate). Yields the product N1=C(C=CC=C1)NC(=S)NCCCNC(OC(C)(C)C)=O (t-Butyl 3-{[(2-pyridylamino)carbothioyl]amino}propylcarbamate). The yield is 89.7%. Reaction SMILES: [N:1]1[CH:6]=[CH:5][CH:4]=[CH:3][C:2]=1[NH:7][C:8](=[S:12])SCC.[NH2:13][CH2:14][CH2:15][CH2:16][NH:17][C:18](=[O:24])[O:19][C:20]([CH3:23])([CH3:22])[CH3:21]>>[N:1]1[CH:6]=[CH:5][CH:4]=[CH:3][C:2]=1[NH:7][C:8]([NH:13][CH2:14][CH2:15][CH2:16][NH:17][C:18](=[O:24])[O:19][C:20]([CH3:22])([CH3:21])[CH3:23])=[S:12]. Procedure: In a similar manner to in Reference Example 58, ethyl 2-pyridyldithiocarbamate (1.98 g) and t-butyl 3-aminopropylcarbamate (1.74 g) were reacted and crystallized from n-hexane-diethyl ether to give the title compound (2.78 g). The reactants are C(C)OC(CC=1C=C(C(=CC1)OC)C1=C(C=C(C=C1)C(F)(F)F)CN(C(OC1=CC=CC=C1)=NC#N)CC)=O ([2′-(3-cyano-1-ethyl-2-phenyl-isoureidomethyl)-6-methoxy-4′-trifluoromethyl-biphenyl-3-yl]-acetic acid ethyl ester), C(C(C)(C)C)N (neopentylamine). Product: C(C)OC(CC=1C=C(C(=CC1)OC)C1=C(C=C(C=C1)C(F)(F)F)CN(C(=NCC(C)(C)C)NC#N)CC)=O ({2′-[N″-Cyano-N′-(2,2-dimethyl-propyl)-N-ethyl-guanidinomethyl]-6-methoxy-4′-trifluoromethyl-biphenyl-3-yl}-acetic acid ethyl ester). Reaction SMILES: [CH2:1]([O:3][C:4](=[O:39])[CH2:5][C:6]1[CH:7]=[C:8]([C:14]2[CH:19]=[CH:18][C:17]([C:20]([F:23])([F:22])[F:21])=[CH:16][C:15]=2[CH2:24][N:25]([CH2:37][CH3:38])[C:26](=[N:34][C:35]#[N:36])OC2C=CC=CC=2)[C:9]([O:12][CH3:13])=[CH:10][CH:11]=1)[CH3:2].[CH2:40]([NH2:45])[C:41]([CH3:44])([CH3:43])[CH3:42]>>[CH2:1]([O:3][C:4](=[O:39])[CH2:5][C:6]1[CH:7]=[C:8]([C:14]2[CH:19]=[CH:18][C:17]([C:20]([F:22])([F:21])[F:23])=[CH:16][C:15]=2[CH2:24][N:25]([CH2:37][CH3:38])[C:26]([NH:34][C:35]#[N:36])=[N:45][CH2:40][C:41]([CH3:44])([CH3:43])[CH3:42])[C:9]([O:12][CH3:13])=[CH:10][CH:11]=1)[CH3:2]. Procedure details: Prepared according to the procedure described in Example 33, Step 6, using the following starting materials: [2′-(3-cyano-1-ethyl-2-phenyl-isoureidomethyl)-6-methoxy-4′-trifluoromethyl-biphenyl-3-yl]-acetic acid ethyl ester and neopentylamine.